describe an organic reaction: reactants, conditions, products, and yield From a dataset of the Open Reaction Database (ORD), a public repository of structured organic reaction records. The reactants are ClC=1C=C(C=CC1)[C@H]([C@@H](C1=CC=C(C=C1)Cl)NS(=O)(=O)\C=C\C1=CC=CC=C1)C=C ((E)-N-((1S,2R)-2-(3-chlorophenyl)-1-(4-chlorophenyl)but-3-enyl)-2-phenylethenesulfonamide), C(Cl)Cl (DCM). Reagents/catalysts: Cl[Ru](Cl)([P](C1CCCCC1)(C2CCCCC2)C3CCCCC3)([P](C4CCCCC4)(C5CCCCC5)C6CCCCC6)=CC7=CC=CC=C7 (Grubbs First Generation). Solvent: ClCCCl (DCE). Run at temperature 70 celsius, time 20 hour. The product is ClC=1C=C(C=CC1)[C@@H]1[C@H](NSC=C1)C1=CC=C(C=C1)Cl ((3S,4R)-4-(3-chlorophenyl)-3-(4-chlorophenyl)-3,4-dihydro-2H-1,2-thiazin). As a reaction SMILES: [Cl:1][C:2]1[CH:3]=[C:4]([C@@H:8]([CH:29]=[CH2:30])[C@H:9]([NH:17][S:18](/C=C/C2C=CC=CC=2)(=O)=O)[C:10]2[CH:15]=[CH:14][C:13]([Cl:16])=[CH:12][CH:11]=2)[CH:5]=[CH:6][CH:7]=1.C(Cl)Cl>Cl[Ru](=CC1C=CC=CC=1)([P](C1CCCCC1)(C1CCCCC1)C1CCCCC1)([P](C1CCCCC1)(C1CCCCC1)C1CCCCC1)Cl.ClCCCl>[Cl:1][C:2]1[CH:3]=[C:4]([C@H:8]2[CH:29]=[CH:30][S:18][NH:17][C@@H:9]2[C:10]2[CH:11]=[CH:12][C:13]([Cl:16])=[CH:14][CH:15]=2)[CH:5]=[CH:6][CH:7]=1 |^1:42,61|. Reported procedure: To a degassed solution of 7.29 g (15.90 mmol) of (E)-N-((1S,2R)-2-(3-chlorophenyl)-1-(4-chlorophenyl)but-3-enyl)-2-phenylethenesulfonamide (Example 117, Step A) in a 1:1 mixture of DCM (350 mL) and DCE (350 mL) was added Grubbs First Generation (1.20 g, 1.434 mmol). The resulting solution was stirred at 70° C. for 20 hours. After cooling to room temperature, the reaction was concentrated under reduced pressure. Purification by flash chromatography on silica gel (0 to 2% MeOH in DCM gradient) pro... Starting materials: C(C)(C)(C)OC(=O)NC1=CC=NC=C1C(=O)O (4-(N-t-butoxycarbonylamino)nicotinic acid), C(=O)(C(F)(F)F)O (TFA). The solvent is C(Cl)Cl (CH2Cl2). Conditions: time 12 hour. The product is NC1=CC=NC=C1C(=O)O (4-Amino nicotinic acid). As a reaction SMILES: C(OC([NH:8][C:9]1[C:14]([C:15]([OH:17])=[O:16])=[CH:13][N:12]=[CH:11][CH:10]=1)=O)(C)(C)C.C(O)(C(F)(F)F)=O>C(Cl)Cl>[NH2:8][C:9]1[C:14]([C:15]([OH:17])=[O:16])=[CH:13][N:12]=[CH:11][CH:10]=1. Procedure: A mixture of 4-(N-t-butoxycarbonylamino)nicotinic acid (2.72 g, 11.4 mmol), TFA (10 mL), and CH2Cl2 (20 mL) is stirred at room temperature for 12 h. The volatiles are removed under reduced pressure, and the resulting crude 4-amino nicotinic acid is used directly in the next reaction.